Dataset: the Open Reaction Database (ORD), a public repository of structured organic reaction records. Task: describe an organic reaction: reactants, conditions, products, and yield Reactants: CC1=NC=C(C(=O)OC(C)(C)C)C=C1 (t-butyl 6-methylnicotinate), ClC1=CC(=CC=C1)C(=O)OO (m-chloroperbenzoic acid). Solvent: ClCCl (dichloromethane). Conditions: time 1 hour. The product is C(C)(=O)OCC1=NC=C(C=C1)C(=O)OC(C)(C)C (5-t-butoxycarbonyl-2-pyridylmethanol acetate). As a reaction SMILES: [CH3:1][C:2]1[CH:14]=[CH:13][C:5]([C:6]([O:8][C:9]([CH3:12])([CH3:11])[CH3:10])=[O:7])=[CH:4][N:3]=1.ClC1C=CC=[C:18]([C:22]([O:24]O)=[O:23])C=1>ClCCl>[C:22]([O:24][CH2:1][C:2]1[CH:14]=[CH:13][C:5]([C:6]([O:8][C:9]([CH3:11])([CH3:10])[CH3:12])=[O:7])=[CH:4][N:3]=1)(=[O:23])[CH3:18]. Procedure: To a solution of 7.1 g of t-butyl 6-methylnicotinate in 100 ml of dichloromethane, 9.8 g of m-chloroperbenzoic acid is added slowly, and the mixture is stirred at room temperature for 1 hour. The reaction mixture is washed successively with 10% sodium carbonate solution and water, dried over magnesium sulfate, and concentrated. The residue is slowly added to 7.1 g of acetic anhydride at 100°-120° C., and the mixture is refluxed with stirring for 1 hour. After cooling, the remaining acetic anhydr... The reactants are SC=1SC2=C(N1)C=CC=C2 (2-mercaptobenzothiazole), CC1(CC2=CC=CC(=C2O1)OC(=O)NC)C (carbofuran), S(=O)(=O)(Cl)Cl (sulfuryl chloride), Cl (hydrogen chloride). Solvent: C1=CC=CC=C1 (benzene), O (water), N1=CC=CC=C1 (pyridine), C1=CC=CC=C1 (benzene). Run at time 2 hour. Yields the product S1C(=NC2=C1C=CC=C2)SN(C(OC2=CC=CC=1CC(OC12)(C)C)=O)C (2,3-dihydro-2,2-dimethyl-7-benzofuranyl (2-benzothiazolylthio)(methyl)carbamate). Reaction SMILES: S(Cl)(Cl)(=O)=O.[SH:6][C:7]1[S:8][C:9]2[CH:15]=[CH:14][CH:13]=[CH:12][C:10]=2[N:11]=1.Cl.[CH3:17][C:18]1([CH3:32])[O:26][C:25]2[C:20](=[CH:21][CH:22]=[CH:23][C:24]=2[O:27][C:28]([NH:30][CH3:31])=[O:29])[CH2:19]1>C1C=CC=CC=1.N1C=CC=CC=1.O>[S:8]1[C:9]2[CH:15]=[CH:14][CH:13]=[CH:12][C:10]=2[N:11]=[C:7]1[S:6][N:30]([CH3:31])[C:28](=[O:29])[O:27][C:24]1[C:25]2[O:26][C:18]([CH3:17])([CH3:32])[CH2:19][C:20]=2[CH:21]=[CH:22][CH:23]=1. Reported procedure: A solution of 6.75 of sulfuryl chloride in 20 ml of benzene was added dropwise, with vigorous stirring under nitrogen, to a solution of 8.4 g of 2-mercaptobenzothiazole in 150 ml of benzene. The mixture was heated slowly to reflux and maintained under gentle reflux until evolution of hydrogen chloride had ceased. A solution of 11 g of carbofuran in 150 ml of pyridine was added dropwise and the mixture stirred for two hours at reflux under nitrogen. The mixture was poured into water. The organic ... The reactants are CC(=O)O, Cl, CCOC(=O)c1cnn(-c2ccccn2)c1N, [Na+], [OH-]. Yields the product Nc1ccnn1-c1ccccn1. As a reaction SMILES: [CH3:19][C:20](=[O:21])[OH:22].[ClH:18].[NH2:1][c:2]1[c:3]([C:13]([O:14][CH2:15][CH3:16])=[O:17])[cH:4][n:5][n:6]1-[c:7]1[n:8][cH:9][cH:10][cH:11][cH:12]1.[Na+:24].[OH-:23]>>[NH2:1][c:2]1[cH:3][cH:4][n:5][n:6]1-[c:7]1[n:8][cH:9][cH:10][cH:11][cH:12]1. Starting materials: BrB(Br)Br, COc1cc(C(Cl)=C(Cl)Cl)cc(C(Cl)=C(Cl)Cl)c1, ClCCl. The product is Oc1cc(C(Cl)=C(Cl)Cl)cc(C(Cl)=C(Cl)Cl)c1. As a reaction SMILES: [B:1]([Br:2])([Br:3])[Br:4].[CH3:5][O:6][c:7]1[cH:8][c:9]([C:18](=[C:19]([Cl:20])[Cl:21])[Cl:22])[cH:10][c:11]([C:13](=[C:14]([Cl:15])[Cl:16])[Cl:17])[cH:12]1.[Cl:23][CH2:24][Cl:25]>>[OH:6][c:7]1[cH:8][c:9]([C:18](=[C:19]([Cl:20])[Cl:21])[Cl:22])[cH:10][c:11]([C:13](=[C:14]([Cl:15])[Cl:16])[Cl:17])[cH:12]1. The reactants are ClC1=NC(=CC(=N1)N(S(=O)(=O)N(C)C)C)NC1=NNC(=C1)C (N-{2-chloro-6-[(5-methyl-1H-pyrazol-3-yl)amino]pyrimidin-4-yl}-N,N′,N′-trimethylsulfamide), Cl.FC=1C=NC(=NC1)[C@H](C)N ((S)-1-(5-fluoropyrimidin-2-yl)ethanamine hydrochloride), CCN(C(C)C)C(C)C (DIPEA). The solvent is CCCCO (n-BuOH). Conditions: temperature 180 celsius. Product: FC=1C=NC(=NC1)[C@H](C)NC1=NC(=CC(=N1)N(S(=O)(=O)N(C)C)C)NC1=NNC(=C1)C (N-{2-{[(1S)-1-(5-fluoropyrimidin-2-yl)ethyl]amino}-6-[(5-methyl-1H-pyrazol-3-yl)amino]pyrimidin-4-yl}-N,N′,N′-trimethylsulfamide). The yield is 70.1%. As a reaction SMILES: Cl[C:2]1[N:7]=[C:6]([N:8]([CH3:15])[S:9]([N:12]([CH3:14])[CH3:13])(=[O:11])=[O:10])[CH:5]=[C:4]([NH:16][C:17]2[CH:21]=[C:20]([CH3:22])[NH:19][N:18]=2)[N:3]=1.Cl.[F:24][C:25]1[CH:26]=[N:27][C:28]([C@@H:31]([NH2:33])[CH3:32])=[N:29][CH:30]=1.CCN(C(C)C)C(C)C>CCCCO>[F:24][C:25]1[CH:26]=[N:27][C:28]([C@@H:31]([NH:33][C:2]2[N:7]=[C:6]([N:8]([CH3:15])[S:9]([N:12]([CH3:14])[CH3:13])(=[O:11])=[O:10])[CH:5]=[C:4]([NH:16][C:17]3[CH:21]=[C:20]([CH3:22])[NH:19][N:18]=3)[N:3]=2)[CH3:32])=[N:29][CH:30]=1 |f:1.2|. Procedure details: A microwave reaction vessel was charged with N-{2-chloro-6-[(5-methyl-1H-pyrazol-3-yl)amino]pyrimidin-4-yl}-N,N′,N′-trimethylsulfamide (Method 30, 51.9 mg, 0.150 mmol), (S)-1-(5-fluoropyrimidin-2-yl)ethanamine hydrochloride (Method 7, 53.3 mg, 0.301 mmol), and DIPEA (0.079 ml, 0.449 mmol). Anhydrous n-BuOH (1 ml) was added, and the tube was sealed and heated in a microwave reactor at 180° C. for 4 hours. The reaction mixture was purified by silica gel chromatography (by ISCO Combiflash with grad... The reactants are [OH-].[Na+] (NaOH), [OH-].[K+] (KOH), ClC(C(=O)O)Cl (dichloroacetic acid), C(C)(C)(C1=C(C=CC=C1)O)C1=C(C=CC=C1)O (2,2'-isopropylidene bisphenol), [OH-].[K+] (potassium hydroxide), ClC(C(=O)O)Cl (dichloroacetic acid), C(C)(C)O (isopropyl alcohol). The solvent is O (H2O), CO.O (MeOH-H2O). Product: CC1(C2=C(OC(OC3=C1C=CC=C3)C(=O)OCC)C=CC=C2)C (Ethyl 12,12-Dimethyl-12H-dibenzo[d,g][1,3]dioxocin-6-carboxylate). Reaction SMILES: [C:1]([C:11]1[CH:16]=[CH:15][CH:14]=[CH:13][C:12]=1[OH:17])([C:4]1[CH:9]=[CH:8][CH:7]=[CH:6][C:5]=1[OH:10])([CH3:3])[CH3:2].[OH-].[K+].Cl[CH:21](Cl)[C:22]([OH:24])=[O:23].[OH-].[Na+].[CH:28](O)(C)[CH3:29]>O.CO.O>[CH3:2][C:1]1([CH3:3])[C:4]2[CH:9]=[CH:8][CH:7]=[CH:6][C:5]=2[O:10][CH:21]([C:22]([O:24][CH2:28][CH3:29])=[O:23])[O:17][C:12]2[CH:13]=[CH:14][CH:15]=[CH:16][C:11]1=2 |f:1.2,4.5,8.9|. Procedure: A mixture of 2,2'-isopropylidene bisphenol (3.65 g, 0.01594 mol), potassium hydroxide (2.68 g of 85 percent, 0.0478 mol) and dichloroacetic acid (1.31 ml, 0.01594 mol) in 65 ml cf isopropyl alcohol is heated at reflux. After 20 hours at reflux, an additional 1.79 g of 85 percent KOH and 1.31 ml of dichloroacetic acid are added and the reaction mixture is heated at reflux for 2 days. The reaction mixture is then diluted with 200 ml of H2O, acidified by the addition of concentrated HC1 (10 ml) and... Reactants: C([O-])([O-])=O.[K+].[K+] (potassium carbonate), [I-].[Na+] (sodium iodide), COCCCl (2-chloroethyl methyl ether), C12(CC3CC(CC(C1)C3)C2)CCN(C(=O)NCCCC2=CC=NC=C2)CCNC (1-[2-(1-adamantyl)ethyl]-1-(2-methylaminoethyl)-3-[3-(4-pyridyl)propyl]urea). Solvent: O (water), C(C)OCC (diethyl ether), CN(C=O)C (N,N-dimethylformamide). Reaction conditions: temperature 80 celsius, time 8 hour. The product is C12(CC3CC(CC(C1)C3)C2)CCN(C(=O)NCCCC2=CC=NC=C2)CCN(C)CCOC (1-[2-(1-Adamantyl)ethyl]-1-[2-[N-(2-methoxyethyl)-N-methylamino]ethyl]-3-[3-(4-pyridyl)propyl]urea). The yield is 32.1%. Reaction SMILES: [C:1]12([CH2:11][CH2:12][N:13]([CH2:26][CH2:27][NH:28][CH3:29])[C:14]([NH:16][CH2:17][CH2:18][CH2:19][C:20]3[CH:25]=[CH:24][N:23]=[CH:22][CH:21]=3)=[O:15])[CH2:10][CH:5]3[CH2:6][CH:7]([CH2:9][CH:3]([CH2:4]3)[CH2:2]1)[CH2:8]2.C(=O)([O-])[O-].[K+].[K+].[I-].[Na+].[CH3:38][O:39][CH2:40][CH2:41]Cl>O.C(OCC)C.CN(C)C=O>[C:1]12([CH2:11][CH2:12][N:13]([CH2:26][CH2:27][N:28]([CH2:41][CH2:40][O:39][CH3:38])[CH3:29])[C:14]([NH:16][CH2:17][CH2:18][CH2:19][C:20]3[CH:25]=[CH:24][N:23]=[CH:22][CH:21]=3)=[O:15])[CH2:8][CH:7]3[CH2:6][CH:5]([CH2:4][CH:3]([CH2:9]3)[CH2:2]1)[CH2:10]2 |f:1.2.3,4.5|. Procedure: To N,N-dimethylformamide (20 ml) were added 1-[2-(1-adamantyl)ethyl]-1-(2-methylaminoethyl)-3-[3-(4-pyridyl)propyl]urea (1.50 g, 3.76 mmol), which was a free base of Compound No. 3-1, potassium carbonate (1.56 g, 11.3 mmol) and sodium iodide (1.69 g, 11.3 mmol) at room temperature, then 2-chloroethyl methyl ether (412 μl, 4.51 mmol) was added to the mixture, and the whole was heated at 80° C. The whole was stirred overnight, diethyl ether (50 ml) and water (100 ml) were added to the reaction mix...